This data is from the Open Reaction Database (ORD), a public repository of structured organic reaction records. The task is: describe an organic reaction: reactants, conditions, products, and yield Reactants: C(CO)O (ethylene glycol), C1(=CC=C(C=C1)S(=O)(=O)O)C (p-toluenesulfonic acid), C([O-])(O)=O.[Na+] (sodium bicarbonate), C(CCC(=O)C)(=O)OCC (ethyl levulinate). The solvent is C1(=CC=CC=C1)C (toluene), O (water), O (water). Reaction conditions: time 20 minute. Yields the product C1COC(CCC(=O)OCC)(C)O1 (Ethyl levulinate ethylene ketal). Reaction SMILES: [CH2:1]([OH:4])[CH2:2][OH:3].C1(C)C=CC(S(O)(=O)=O)=CC=1.[C:16]([O:23][CH2:24][CH3:25])(=[O:22])[CH2:17][CH2:18][C:19]([CH3:21])=O.C(=O)(O)[O-].[Na+]>O.C1(C)C=CC=CC=1>[CH2:1]1[O:4][C:19]([CH3:21])([CH2:18][CH2:17][C:16]([O:23][CH2:24][CH3:25])=[O:22])[O:3][CH2:2]1 |f:3.4|. Reported procedure: A mixture of about 110.86 g of ethylene glycol, about 2 g of p-toluenesulfonic acid and about 800 ml of toluene was refluxed using a Dean-Stark trap until no more water came off. An about 250 g portion of ethyl levulinate was added and refluxing was continued until no more water came off. The mixture was then cooled to room temperature, poured into saturated sodium bicarbonate, the organic layer dried and the solvent removed. The residue was distilled (about 67°-70° C., 0.35 mm) and the distilla... The reactants are ice water, ClC1=NC=C(C(=N1)C(F)(F)F)C(=O)OCC (Ethyl 2-chloro-4-(trifluoromethyl)pyrimidine-5-carboxylate), ClC=1C=C(C=C(C1Cl)Cl)C1(CNCC1)C(F)(F)F (3-(3,4,5-trichlorophenyl)-3-(trifluoromethyl)pyrrolidine), C([O-])([O-])=O.[K+].[K+] (potassium carbonate). Run in CN(C=O)C (N,N-dimethylformamide). Run at temperature 100 celsius. Product: ClC=1C=C(C=C(C1Cl)Cl)C1(CN(CC1)C1=NC=C(C(=N1)C(F)(F)F)C(=O)OCC)C(F)(F)F (ethyl 2-[3-(3,4,5-trichlorophenyl)-3-(trifluoromethyl)-pyrrolidin-1-yl]-4-(trifluoromethyl)pyrimidine-5-carboxylate). The yield is 95.0%. RXN SMILES: Cl[C:2]1[N:7]=[C:6]([C:8]([F:11])([F:10])[F:9])[C:5]([C:12]([O:14][CH2:15][CH3:16])=[O:13])=[CH:4][N:3]=1.[Cl:17][C:18]1[CH:19]=[C:20]([C:26]2([C:31]([F:34])([F:33])[F:32])[CH2:30][CH2:29][NH:28][CH2:27]2)[CH:21]=[C:22]([Cl:25])[C:23]=1[Cl:24].C(=O)([O-])[O-].[K+].[K+]>CN(C)C=O>[Cl:17][C:18]1[CH:19]=[C:20]([C:26]2([C:31]([F:34])([F:33])[F:32])[CH2:30][CH2:29][N:28]([C:2]3[N:7]=[C:6]([C:8]([F:11])([F:10])[F:9])[C:5]([C:12]([O:14][CH2:15][CH3:16])=[O:13])=[CH:4][N:3]=3)[CH2:27]2)[CH:21]=[C:22]([Cl:25])[C:23]=1[Cl:24] |f:2.3.4|. Reported procedure: Ethyl 2-chloro-4-(trifluoromethyl)pyrimidine-5-carboxylate (1.2 g) [see J. Med. Chem., 43, 3995 (2000)], 3-(3,4,5-trichlorophenyl)-3-(trifluoromethyl)pyrrolidine (1.5 g), and potassium carbonate (0.7 g) were added to N,N-dimethylformamide (50 mL) and the mixture was heated at 100° C. for 5 hours. After cooling, the reaction solution was poured over ice water, and then extracted with ethyl acetate. The organic layer was dried over magnesium sulfate. The solvent was evaporated off under reduced pr... The reactants are CN1CCNCC1, Cc1ccccc1, ClP(Cl)(Cl)(Cl)Cl, Sc1nc2cc(Cl)cc(Cl)c2o1. Yields the product CN1CCN(c2nc3cc(Cl)cc(Cl)c3o2)CC1. RXN SMILES: [CH3:19][N:20]1[CH2:21][CH2:22][NH:23][CH2:24][CH2:25]1.[CH3:26][c:27]1[cH:28][cH:29][cH:30][cH:31][cH:32]1.[Cl:1][P:2]([Cl:3])([Cl:4])([Cl:5])[Cl:6].[SH:7][c:8]1[o:9][c:10]2[c:11]([n:12]1)[cH:13][c:14]([Cl:18])[cH:15][c:16]2[Cl:17]>>[c:8]1([N:23]2[CH2:22][CH2:21][N:20]([CH3:19])[CH2:25][CH2:24]2)[o:9][c:10]2[c:11]([n:12]1)[cH:13][c:14]([Cl:18])[cH:15][c:16]2[Cl:17]. Starting materials: NC1=C(C(=O)OCC)C=C(C(=N1)NC(C(C)(C)C)=O)Cl (ethyl 2-amino-5-chloro-6-[(2,2-dimethylpropanoyl)amino]nicotinate), C([O-])([O-])=O.[K+].[K+] (potassium carbonate), ClCC(=O)Cl (chloroacetyl chloride), O (water). Solvent: O1CCCC1 (tetrahydrofuran). Conditions: temperature 0 celsius, time 15 hour. Yields the product ClC=1C(=NC(=C(C(=O)OCC)C1)NC(CCl)=O)NC(C(C)(C)C)=O (Ethyl 5-Chloro-2-[(chloroacetyl)amino]-6-[(2,2-dimethylpropanoyl)amino]nicotinate). RXN SMILES: [NH2:1][C:2]1[N:12]=[C:11]([NH:13][C:14](=[O:19])[C:15]([CH3:18])([CH3:17])[CH3:16])[C:10]([Cl:20])=[CH:9][C:3]=1[C:4]([O:6][CH2:7][CH3:8])=[O:5].C(=O)([O-])[O-].[K+].[K+].[Cl:27][CH2:28][C:29](Cl)=[O:30].O>O1CCCC1>[Cl:20][C:10]1[C:11]([NH:13][C:14](=[O:19])[C:15]([CH3:16])([CH3:18])[CH3:17])=[N:12][C:2]([NH:1][C:29](=[O:30])[CH2:28][Cl:27])=[C:3]([CH:9]=1)[C:4]([O:6][CH2:7][CH3:8])=[O:5] |f:1.2.3|. Procedure: To a solution of ethyl 2-amino-5-chloro-6-[(2,2-dimethylpropanoyl)amino]nicotinate (EXAMPLE 1, METHOD A, Step 2, 5 g, 16.7 mmol) in tetrahydrofuran (150 mL) were added potassium carbonate (5.1 g, 36.6 mmol) and chloroacetyl chloride (2.7 mL, 33.3 mmol) at 0° C. under nitrogen. The mixture was stirred at 0° C. for 2 h and at room temperature for 15 h. After addition of water, the mixture was extracted with ethyl acetate and washed with brine. The combined organic layer was dried over sodium sulfi... Starting materials: [Br-], COCCN(C)c1ccc2oc(C=O)c(C)c2c1, [Mg+]C1CCCCC1, C1CCOC1. The product is COCCN(C)c1ccc2oc(C(O)C3CCCCC3)c(C)c2c1. Reaction SMILES: [Br-:19].[CH3:1][O:2][CH2:3][CH2:4][N:5]([c:6]1[cH:7][cH:8][c:9]2[c:10]([c:11]([CH3:16])[c:12]([CH:14]=[O:15])[o:13]2)[cH:17]1)[CH3:18].[CH:20]1([Mg+:26])[CH2:21][CH2:22][CH2:23][CH2:24][CH2:25]1.[O:27]1[CH2:28][CH2:29][CH2:30][CH2:31]1>>[CH3:1][O:2][CH2:3][CH2:4][N:5]([c:6]1[cH:7][cH:8][c:9]2[c:10]([c:11]([CH3:16])[c:12]([CH:14]([OH:15])[CH:20]3[CH2:21][CH2:22][CH2:23][CH2:24][CH2:25]3)[o:13]2)[cH:17]1)[CH3:18]. Starting materials: CN1CCC2(CCC1)OC1=CC=C(C=C1C(C2)=O)/C=C/C(=O)O ((±)-(E)-3-[1′-Methyl-4-oxo-spiro(chromane-2,4′-azepane)-6-yl]-acrylic acid), NOC1OCCCC1 (NH2OTHP). Yields the product CN1CCC2(CCC1)OC1=CC=C(C=C1C(C2)=O)/C=C/C(=O)NOC2OCCCC2 ((±)-(E)-3-[1′-methyl-4-oxo-spiro(chromane-2,4′-azepane)-6-yl]-N-(tetrahydro-pyran-2-yloxy)-acrylamide). As a reaction SMILES: [CH3:1][N:2]1[CH2:8][CH2:7][CH2:6][C:5]2([CH2:17][C:16](=[O:18])[C:15]3[C:10](=[CH:11][CH:12]=[C:13](/[CH:19]=[CH:20]/[C:21](O)=[O:22])[CH:14]=3)[O:9]2)[CH2:4][CH2:3]1.[NH2:24][O:25][CH:26]1[CH2:31][CH2:30][CH2:29][CH2:28][O:27]1>>[CH3:1][N:2]1[CH2:8][CH2:7][CH2:6][C:5]2([CH2:17][C:16](=[O:18])[C:15]3[C:10](=[CH:11][CH:12]=[C:13](/[CH:19]=[CH:20]/[C:21]([NH:24][O:25][CH:26]4[CH2:31][CH2:30][CH2:29][CH2:28][O:27]4)=[O:22])[CH:14]=3)[O:9]2)[CH2:4][CH2:3]1. Procedure details: (±)-(E)-3-[1′-Methyl-4-oxo-spiro(chromane-2,4′-azepane)-6-yl]-acrylic acid (330 mg, 0.94 mmol) was treated with NH2OTHP according to the procedure described in Example 23, Step C, giving (±)-(E)-3-[1′-methyl-4-oxo-spiro(chromane-2,4′-azepane)-6-yl]-N-(tetrahydro-pyran-2-yloxy)-acrylamide as a yellow solid (220 mg). The product is ClC1=NN(C(=C1)C1=CC=C(C=C1)O)C1=CC=C(C=C1)OC (4-[3-chloro-1-(4-methoxyphenyl)-1H-pyrazol-5-yl]phenol). Reaction SMILES: C([O:8][C:9]1[CH:14]=[CH:13][C:12]([C:15]2[N:19]([C:20]3[CH:25]=[CH:24][C:23]([O:26][CH3:27])=[CH:22][CH:21]=3)[N:18]=[C:17]([Cl:28])[CH:16]=2)=[CH:11][CH:10]=1)C1C=CC=CC=1.C1(SC)C=CC=CC=1>>[Cl:28][C:17]1[CH:16]=[C:15]([C:12]2[CH:13]=[CH:14][C:9]([OH:8])=[CH:10][CH:11]=2)[N:19]([C:20]2[CH:25]=[CH:24][C:23]([O:26][CH3:27])=[CH:22][CH:21]=2)[N:18]=1. Starting materials: C(C1=CC=CC=C1)OC1=CC=C(C=C1)C1=CC(=NN1C1=CC=C(C=C1)OC)Cl (4-[3-chloro-1-(4-methoxyphenyl)-1H-pyrazol-5-yl]phenyl benzyl ether), C1(=CC=CC=C1)SC (thioanisole), intrifluoroacetic acid. Yield: 21.3%. Reported procedure: A solution of 4-[3-chloro-1-(4-methoxyphenyl)-1H-pyrazol-5-yl]phenyl benzyl ether (2.79 g) and thioanisole (3.56 g) intrifluoroacetic acid (25 ml) was stirred at ambient temperature overnight. The mixture was concentrated in vacuo. The residue was recrystallized from AcOEt (15 ml) and n-hexane (12 ml) to give 1st crop of FR282117 (1.48 g). The mother liqour was washed with H2O, saturated aqueous sodium chloride solution, dried over magnesium sulfate, and concentrated in vacuo. The residue was pu... Starting materials: C(C)SC=1SC(=NN1)S(=O)(=O)CCCC (2-Ethylthio-5-butylsulfonyl-1,3,4-thiadiazole), OO (hydrogen peroxide), O (water). The solvent is C(C)(=O)O (acetic acid). The product is C(C)S(=O)C=1SC(=NN1)S(=O)(=O)CCCC (2-Ethylsulfinyl-5-butylsulfonyl-1,3,4-thiadiazole). Reaction SMILES: [CH2:1]([S:3][C:4]1[S:5][C:6]([S:9]([CH2:12][CH2:13][CH2:14][CH3:15])(=[O:11])=[O:10])=[N:7][N:8]=1)[CH3:2].[OH:16]O.O>C(O)(=O)C>[CH2:1]([S:3]([C:4]1[S:5][C:6]([S:9]([CH2:12][CH2:13][CH2:14][CH3:15])(=[O:11])=[O:10])=[N:7][N:8]=1)=[O:16])[CH3:2]. Reported procedure: A solution of 53.29 g of 2-Ethylthio-5-butylsulfonyl-1,3,4-thiadiazole in 500 ml acetic acid is mixed with 23 g of 30 percent hydrogen peroxide. The reaction takes place over night upon standing at room temperature. Then one liter water is added to the reaction solution, the separated oil is extracted with dichloromethane, the extract is freed from acetic acid by extraction with soda ash solution, the dichloromethane phase is dried with magnesium sulfate and the solvent is distilled off complete... Reactants: ClCC(=O)NC1=CC(=CC=C1)C#N (2-chloro-N-(3-cyano-phenyl)-acetamide), C(C1=CC=CC=C1)C1CCNCC1 (4-benzyl-piperidine). Solvent: C(C)OCC (diethylether). Yields the product C(C1=CC=CC=C1)C1CCN(CC1)CC(=O)NC1=CC(=CC=C1)C#N (2-(4-Benzyl-piperidin-1-yl)-N-(3-cyano-phenyl)-acetamide). As a reaction SMILES: Cl[CH2:2][C:3]([NH:5][C:6]1[CH:11]=[CH:10][CH:9]=[C:8]([C:12]#[N:13])[CH:7]=1)=[O:4].[CH2:14]([CH:21]1[CH2:26][CH2:25][NH:24][CH2:23][CH2:22]1)[C:15]1[CH:20]=[CH:19][CH:18]=[CH:17][CH:16]=1>C(OCC)C>[CH2:14]([CH:21]1[CH2:26][CH2:25][N:24]([CH2:2][C:3]([NH:5][C:6]2[CH:11]=[CH:10][CH:9]=[C:8]([C:12]#[N:13])[CH:7]=2)=[O:4])[CH2:23][CH2:22]1)[C:15]1[CH:20]=[CH:19][CH:18]=[CH:17][CH:16]=1. Procedure: The title compound is prepared from 2-chloro-N-(3-cyano-phenyl)-acetamide and 4-benzyl-piperidine according to the method described in Example 142b. Melting Point: 88-90° C. (diethylether)